Dataset: the Open Reaction Database (ORD), a public repository of structured organic reaction records. Task: describe an organic reaction: reactants, conditions, products, and yield Starting materials: C(C)(=O)C1=C(OCC(COC2=C(C=CC=C2)C)O)C=CC=C1O (1-(2-acetyl-3-hydroxyphenoxy)-2-hydroxy-3-o-cresyloxypropane), [O-]CC.[Na+] (sodium ethoxide), [Na] (sodium), C(C)O (ethyl alcohol). The solvent is C(C(=O)OCC)(=O)OCC (diethyl oxalate), C1=CC=CC=C1 (benzene). Product: C(=O)(O)C=1OC2=CC=CC(=C2C(C1)=O)OCC(COC1=C(C=CC=C1)C)O (1-(2-carboxy-chromon-5-yloxy)-2-hydroxy-3-o-cresyloxypropane). As a reaction SMILES: [C:1]([C:4]1[C:22]([OH:23])=[CH:21][CH:20]=[CH:19][C:5]=1[O:6][CH2:7][CH:8]([OH:18])[CH2:9][O:10][C:11]1[CH:16]=[CH:15][CH:14]=[CH:13][C:12]=1[CH3:17])(=[O:3])[CH3:2].[O-:24][CH2:25][CH3:26].[Na+].[Na].C([OH:31])C>C(OCC)(=O)C(OCC)=O.C1C=CC=CC=1>[C:25]([C:26]1[O:23][C:22]2[C:4]([C:1](=[O:3])[CH:2]=1)=[C:5]([O:6][CH2:7][CH:8]([OH:18])[CH2:9][O:10][C:11]1[CH:16]=[CH:15][CH:14]=[CH:13][C:12]=1[CH3:17])[CH:19]=[CH:20][CH:21]=2)([OH:31])=[O:24] |f:1.2,^1:27|. Procedure details: A solution of 1-(2-acetyl-3-hydroxyphenoxy)-2-hydroxy-3-o-cresyloxypropane (18.96 g) in diethyl oxalate (22.5 ml) was added to a suspension of sodium ethoxide, prepared from sodium (4.5 g) and ethyl alcohol (4.5 ml), in benzene (150 ml). The mixture was heated under reflux for 1.5 hours, cooled, and filtered after pouring into ether (150 ml). The residual solid was washed with ether and dried, and then added to a mixture of glacial acetic acid (120 ml) and concentrated hydrochloric acid (45 ml) ... Reactants: C1(=CC=CC=C1)COC1=CC=C(C=C1)[C@H]1CC[C@H](N1)C(=O)OC (Methyl (5R)-5-{4-[(phenylmethyl)oxy]phenyl}-L-prolinate), LiOH monohydrate, CO (methanol). The solvent is O (water), C1CCOC1 (THF). Reaction conditions: time 3 hour. Product: C1(=CC=CC=C1)COC1=CC=C(C=C1)[C@H]1CC[C@H](N1)C(=O)O ((5R)-5-{4-[(Phenylmethyl)oxy]phenyl}-L-proline). RXN SMILES: [C:1]1([CH2:7][O:8][C:9]2[CH:14]=[CH:13][C:12]([C@@H:15]3[NH:19][C@H:18]([C:20]([O:22]C)=[O:21])[CH2:17][CH2:16]3)=[CH:11][CH:10]=2)[CH:6]=[CH:5][CH:4]=[CH:3][CH:2]=1.CO>C1COCC1.O>[C:1]1([CH2:7][O:8][C:9]2[CH:14]=[CH:13][C:12]([C@@H:15]3[NH:19][C@H:18]([C:20]([OH:22])=[O:21])[CH2:17][CH2:16]3)=[CH:11][CH:10]=2)[CH:2]=[CH:3][CH:4]=[CH:5][CH:6]=1. Reported procedure: To a solution of methyl (5R)-5-{4-[(phenylmethyl)oxy]phenyl}-L-prolinate (D8, 120 mg, 0.38 mmol) in THF (2.3 ml) was added LiOH monohydrate (26 mg, 0.61 mmol) dissolved in water (1.1 ml) followed by methanol (1.1 ml). The resulting solution was stirred at room temperature for 3 hours (hydrolysis being monitored by HPLC). When hydrolysis was complete, the organic solvent was evaporated under reduced pressure (maintaining the temperature at 38° C.) to give a crude aqueous residue containing the ti... Reactants: COc1cc(CC(=O)Oc2c(F)c(F)c(F)c(F)c2F)ccc1NC(=O)Nc1ccccc1C, CCOC(=O)c1ccc(OCC(C)N)c(OC)c1, CCOC(C)=O, CN(C)C=O. Product: CCOC(=O)c1ccc(OCC(C)NC(=O)Cc2ccc(NC(=O)Nc3ccccc3C)c(OC)c2)c(OC)c1. Reaction SMILES: [CH3:1][O:2][c:3]1[cH:4][c:5]([CH2:20][C:21]([O:23][c:22]2[c:24]([F:25])[c:26]([F:27])[c:28]([F:29])[c:30]([F:31])[c:32]2[F:33])=[O:34])[cH:6][cH:7][c:8]1[NH:9][C:10](=[O:11])[NH:12][c:13]1[c:14]([CH3:19])[cH:15][cH:16][cH:17][cH:18]1.[CH3:35][O:36][c:37]1[cH:38][c:39]([C:40](=[O:41])[O:42][CH2:43][CH3:44])[cH:45][cH:46][c:47]1[O:48][CH2:49][CH:50]([CH3:51])[NH2:52].[CH3:58][CH2:59][O:60][C:61]([CH3:62])=[O:63].[O:53]=[CH:54][N:55]([CH3:56])[CH3:57]>>[CH3:1][O:2][c:3]1[cH:4][c:5]([CH2:20][C:21](=[O:23])[NH:52][CH:50]([CH2:49][O:48][c:47]2[c:37]([O:36][CH3:35])[cH:38][c:39]([C:40](=[O:41])[O:42][CH2:43][CH3:44])[cH:45][cH:46]2)[CH3:51])[cH:6][cH:7][c:8]1[NH:9][C:10](=[O:11])[NH:12][c:13]1[c:14]([CH3:19])[cH:15][cH:16][cH:17][cH:18]1. Reactants: C(C)OC(=O)C=1C(=C2C(=NC1)N(N=C2)CC)Cl (4-Chloro-1-ethyl-1H-pyrazolo[3,4-b]pyridine-5-carboxylic acid ethyl ester), O=C=C1C=C(C=CC1=C=O)CN ((3,4-dioxomethylenephenyl)methylamine). Product: O=C=C1C=C(C=CC1=C=O)CNC1=C2C(=NC=C1C(=O)O)N(N=C2)CC (4-[[(3,4-Dioxomethylenephenyl)methyl]amino]-1-ethyl-1H-pyrazolo[3,4-b]pyridine-5-carboxylic acid). The yield is 80.0%. As a reaction SMILES: C([O:3][C:4]([C:6]1[C:7](Cl)=[C:8]2[CH:14]=[N:13][N:12]([CH2:15][CH3:16])[C:9]2=[N:10][CH:11]=1)=[O:5])C.[O:18]=[C:19]=[C:20]1[C:25](=[C:26]=[O:27])[CH:24]=[CH:23][C:22]([CH2:28][NH2:29])=[CH:21]1>>[O:18]=[C:19]=[C:20]1[C:25](=[C:26]=[O:27])[CH:24]=[CH:23][C:22]([CH2:28][NH:29][C:7]2[C:6]([C:4]([OH:3])=[O:5])=[CH:11][N:10]=[C:9]3[N:12]([CH2:15][CH3:16])[N:13]=[CH:14][C:8]=23)=[CH:21]1. Procedure details: 4-Chloro-1-ethyl-1H-pyrazolo[3,4-b]pyridine-5-carboxylic acid ethyl ester and (3,4-dioxomethylenephenyl)methylamine were used to afford the title compound (80%) as a white solid: mp 230° C. (decomposed). The reactants are ClC=1C=C2C=C(NC2=CC1)C (5-chloro-2-methyl-1H-indole), CS(=O)(=O)C=1C=CC=C2C(=CC=NC12)Cl (8-methanesulphonyl-4-chloroquinoline). Product: ClC=1C=C2C(=C(NC2=CC1)C)C1=CC=NC2=C(C=CC=C12)S(=O)(=O)C (4-(5-chloro-2-methyl-1H-indol-3-yl)-8-(methylsulfonyl)-quinoline). RXN SMILES: [Cl:1][C:2]1[CH:3]=[C:4]2[C:8](=[CH:9][CH:10]=1)[NH:7][C:6]([CH3:11])=[CH:5]2.[CH3:12][S:13]([C:16]1[CH:17]=[CH:18][CH:19]=[C:20]2[C:25]=1[N:24]=[CH:23][CH:22]=[C:21]2Cl)(=[O:15])=[O:14]>>[Cl:1][C:2]1[CH:3]=[C:4]2[C:8](=[CH:9][CH:10]=1)[NH:7][C:6]([CH3:11])=[C:5]2[C:21]1[C:20]2[C:25](=[C:16]([S:13]([CH3:12])(=[O:14])=[O:15])[CH:17]=[CH:18][CH:19]=2)[N:24]=[CH:23][CH:22]=1. Reported procedure: The sub-title compound was prepared by the method of Example 40 step a, using 5-chloro-2-methyl-1H-indole and 8-methanesulphonyl-4-chloroquinoline.